This data is from the Open Reaction Database (ORD), a public repository of structured organic reaction records. The task is: describe an organic reaction: reactants, conditions, products, and yield Starting materials: ClC=1C=CC(=C(N)C1)SCCC1=NC=CC=C1 (5-chloro-2-((2-(pyridin-2-yl)ethyl)thio)aniline), O1C(=CC2=C1C=CC=C2)S(=O)(=O)Cl (benzofuran-2-sulfonyl chloride). Run in N1=CC=CC=C1 (pyridine). Product: ClC=1C=CC(=C(C1)NS(=O)(=O)C=1OC2=C(C1)C=CC=C2)SCCC2=NC=CC=C2 (N-{5-chloro-2-[(2-pyridin-2-ylethyl)thio]phenyl}-1-benzofuran-2-sulfonamide). RXN SMILES: [Cl:1][C:2]1[CH:3]=[CH:4][C:5]([S:9][CH2:10][CH2:11][C:12]2[CH:17]=[CH:16][CH:15]=[CH:14][N:13]=2)=[C:6]([CH:8]=1)[NH2:7].[O:18]1[C:22]2[CH:23]=[CH:24][CH:25]=[CH:26][C:21]=2[CH:20]=[C:19]1[S:27](Cl)(=[O:29])=[O:28]>N1C=CC=CC=1>[Cl:1][C:2]1[CH:3]=[CH:4][C:5]([S:9][CH2:10][CH2:11][C:12]2[CH:17]=[CH:16][CH:15]=[CH:14][N:13]=2)=[C:6]([NH:7][S:27]([C:19]2[O:18][C:22]3[CH:23]=[CH:24][CH:25]=[CH:26][C:21]=3[CH:20]=2)(=[O:28])=[O:29])[CH:8]=1. Procedure: Following General Procedure B, the title compound was prepared from 5-chloro-2-((2-(pyridin-2-yl)ethyl)thio)aniline (439 mg, 1.663 mmol) and benzofuran-2-sulfonyl chloride (2×359 mg, 2×1.663 mmol) in pyridine (5 ml). The reactants are COCCO, CS(=O)(=O)NC1CCCCC1Nc1nc(Cl)ncc1Cl, Cl, CN1C(=O)CCC(C)(C)c2cc(N)ccc21, C1COCCO1. Yields the product CN1C(=O)CCC(C)(C)c2cc(Nc3ncc(Cl)c(NC4CCCCC4NS(C)(=O)=O)n3)ccc21. Reaction SMILES: [CH3:44][O:45][CH2:46][CH2:47][OH:48].[Cl:1][c:2]1[n:3][cH:4][c:5]([Cl:20])[c:6]([NH:8][CH:9]2[CH:10]([NH:15][S:16](=[O:17])(=[O:18])[CH3:19])[CH2:11][CH2:12][CH2:13][CH2:14]2)[n:7]1.[ClH:37].[NH2:21][c:22]1[cH:23][c:24]2[c:25]([cH:35][cH:36]1)[N:26]([CH3:34])[C:27](=[O:33])[CH2:28][CH2:29][C:30]2([CH3:31])[CH3:32].[O:38]1[CH2:39][CH2:40][O:41][CH2:42][CH2:43]1>>[c:2]1([NH:21][c:22]2[cH:23][c:24]3[c:25]([cH:35][cH:36]2)[N:26]([CH3:34])[C:27](=[O:33])[CH2:28][CH2:29][C:30]3([CH3:31])[CH3:32])[n:3][cH:4][c:5]([Cl:20])[c:6]([NH:8][CH:9]2[CH:10]([NH:15][S:16](=[O:17])(=[O:18])[CH3:19])[CH2:11][CH2:12][CH2:13][CH2:14]2)[n:7]1.